From a dataset of the Open Reaction Database (ORD), a public repository of structured organic reaction records. describe an organic reaction: reactants, conditions, products, and yield As a reaction SMILES: [C:35](=[O:36])([O-:37])[OH:38].[CH3:1][O:2][CH2:3][CH2:4][c:5]1[cH:6][cH:7][c:8]2[c:9]([c:10]([S:25][CH3:26])[c:11](-[c:13]3[cH:14][c:15]([O:23][CH3:24])[c:16]([O:19][CH2:20][O:21][CH3:22])[cH:17][cH:18]3)[o:12]2)[cH:27]1.[Cl:41][CH2:42][Cl:43].[Na+:39].[OH2:40].[OH:28][C:29]([C:30]([F:31])([F:32])[F:33])=[O:34]>>[CH3:1][O:2][CH2:3][CH2:4][c:5]1[cH:6][cH:7][c:8]2[c:9]([c:10]([S:25][CH3:26])[c:11](-[c:13]3[cH:14][c:15]([O:23][CH3:24])[c:16]([OH:19])[cH:17][cH:18]3)[o:12]2)[cH:27]1. Yields the product COCCc1ccc2oc(-c3ccc(O)c(OC)c3)c(SC)c2c1. Starting materials: O=C([O-])O, COCCc1ccc2oc(-c3ccc(OCOC)c(OC)c3)c(SC)c2c1, ClCCl, [Na+], O, O=C(O)C(F)(F)F. The reactants are Cl (hydrochloric acid), [OH-].[Na+] (Sodium hydroxide), C(C)O (ethanol), resultant solution, IC=1C=C2C(C(=CNC2=CC1)C(=O)OCC)=O (Ethyl 6-iodo-4-oxo-1,4-dihydro-3-quinolinecarboxylate). Run in O (water). Yields the product IC=1C=C2C(C(=CNC2=CC1)C(=O)O)=O (6-Iodo-4-oxo-1,4-dihydro-3-quinolinecarboxylic acid). RXN SMILES: [OH-].[Na+].C(O)C.[I:6][C:7]1[CH:8]=[C:9]2[C:14](=[CH:15][CH:16]=1)[NH:13][CH:12]=[C:11]([C:17]([O:19]CC)=[O:18])[C:10]2=[O:22].Cl>O>[I:6][C:7]1[CH:8]=[C:9]2[C:14](=[CH:15][CH:16]=1)[NH:13][CH:12]=[C:11]([C:17]([OH:19])=[O:18])[C:10]2=[O:22] |f:0.1|. Reported procedure: Sodium hydroxide (9.8 g) was dissolved in water (61 ml) and ethanol (30 ml) was added. The resultant solution was added to Intermediate 11, and the mixture was heated under reflux for 60 min with stirring under nitrogen. Concentrated hydrochloric acid was added, giving a white precipitate. After stirring for 16 h, the precipitate was filtered off, washed with water and dried in vacuo to give the title compound as a white solid (8.15 g). Reactants: [BH4-], CC(=O)C(Cl)=C1CCN(C(=O)OC(C)(C)C)CC1, CCO, [Na+]. The product is CC(O)C(Cl)=C1CCN(C(=O)OC(C)(C)C)CC1. Reaction SMILES: [BH4-:19].[C:1]([CH3:2])([CH3:3])([CH3:4])[O:5][C:6](=[O:7])[N:8]1[CH2:9][CH2:10][C:11](=[C:14]([C:15]([CH3:16])=[O:17])[Cl:18])[CH2:12][CH2:13]1.[CH3:21][CH2:22][OH:23].[Na+:20]>>[C:1]([CH3:2])([CH3:3])([CH3:4])[O:5][C:6](=[O:7])[N:8]1[CH2:9][CH2:10][C:11](=[C:14]([CH:15]([CH3:16])[OH:17])[Cl:18])[CH2:12][CH2:13]1.